This data is from the Open Reaction Database (ORD), a public repository of structured organic reaction records. The task is: describe an organic reaction: reactants, conditions, products, and yield The reactants are [BH4-], COS(=O)(=O)OC, CO, N#CSc1ccc(N)c(C#N)c1, [Na+], [Na+], [OH-], O. Yields the product CSc1ccc(N)c(C#N)c1. RXN SMILES: [BH4-:15].[CH3:17][O:18][S:19]([O:20][CH3:21])(=[O:22])=[O:23].[CH3:25][OH:26].[NH2:3][c:4]1[c:5]([C:6]#[N:7])[cH:8][c:9]([S:12][C:13]#[N:14])[cH:10][cH:11]1.[Na+:16].[Na+:2].[OH-:1].[OH2:24]>>[NH2:3][c:4]1[c:5]([C:6]#[N:7])[cH:8][c:9]([S:12][CH3:13])[cH:10][cH:11]1.